Task: describe an organic reaction: reactants, conditions, products, and yield. Dataset: the Open Reaction Database (ORD), a public repository of structured organic reaction records Reactants: C1(CCCC1)C=C(C1=CC=2C(=NC=C(C2)F)N1)C1=CC=C(C=C1)C(C)(C)O (2-{4-[2-cyclopentyl-1-(5-fluoro-1H-pyrrolo[2,3-b]pyridin-2-yl)-vinyl]-phenyl}-propan-2-ol). Reagents/catalysts: [Pd] (palladium on activated carbon). Solvent: CO (methanol). Run at temperature 50 celsius. Yields the product C1(CCCC1)CC(C1=CC=2C(=NC=C(C2)F)N1)C1=CC=C(C=C1)C(C)(C)O (2-{4-[2-cyclopentyl-1-(5-fluoro-1H-pyrrolo[2,3-b]pyridin-2-yl)-ethyl]-phenyl}-propan-2-ol). Isolated yield 39.9%. RXN SMILES: [CH:1]1([CH:6]=[C:7]([C:18]2[CH:23]=[CH:22][C:21]([C:24]([OH:27])([CH3:26])[CH3:25])=[CH:20][CH:19]=2)[C:8]2[NH:17][C:11]3=[N:12][CH:13]=[C:14]([F:16])[CH:15]=[C:10]3[CH:9]=2)[CH2:5][CH2:4][CH2:3][CH2:2]1>[Pd].CO>[CH:1]1([CH2:6][CH:7]([C:18]2[CH:23]=[CH:22][C:21]([C:24]([OH:27])([CH3:25])[CH3:26])=[CH:20][CH:19]=2)[C:8]2[NH:17][C:11]3=[N:12][CH:13]=[C:14]([F:16])[CH:15]=[C:10]3[CH:9]=2)[CH2:5][CH2:4][CH2:3][CH2:2]1. Procedure: A mixture of 2-{4-[2-cyclopentyl-1-(5-fluoro-1H-pyrrolo[2,3-b]pyridin-2-yl)-vinyl]-phenyl}-propan-2-ol (150 mg, 0.41 mmol) and 10% palladium on activated carbon (0.2 g) in methanol (50 mL) was heated at 50° C. under hydrogen (50 psi) for 5 h. After cooling to room temperature, the catalyst was removed by filtration and washed with ethyl acetate. The filtrate was concentrated in vacuo. The residue was purified using a Waters automated flash system (column: Xterra 30 mm×100 mm, sample manager 2767... Product: C(C)(C)(C)OC(CCN1CC(OCC1)C1=C(C=C(C=C1)O)C)=O (3-[2-(4-hydroxy-2-methyl-phenyl)-morpholin-4-yl]-propionic acid tert-butyl ester). Procedure: A mixture of 3-methyl-4-morpholin-2-yl-phenol (14.26 g; 73.8 mmol) and tert-butyl acrylate (21.4 ml; 147.6 mmol) in CH3CN (250 mL) was heated under reflux overnight. After cooling to RT the mixture was concentrated in vacuo, and the residue was partitioned between EtOAc and 5% aqueous NaHCO3 solution. The organic layer was dried (Na2SO4), filtered, concentrated in vacuo, and purified by column chromatography (SiO2, CH2Cl2>Et2O/hexanes 1:1>Ether) to afford 3-[2-(4-hydroxy-2-methyl-phenyl)-morphol... Starting materials: CC=1C=C(C=CC1C1CNCCO1)O (3-methyl-4-morpholin-2-yl-phenol), C(C=C)(=O)OC(C)(C)C (tert-butyl acrylate). As a reaction SMILES: [CH3:1][C:2]1[CH:3]=[C:4]([OH:14])[CH:5]=[CH:6][C:7]=1[CH:8]1[O:13][CH2:12][CH2:11][NH:10][CH2:9]1.[C:15]([O:19][C:20]([CH3:23])([CH3:22])[CH3:21])(=[O:18])[CH:16]=[CH2:17]>CC#N>[C:20]([O:19][C:15](=[O:18])[CH2:16][CH2:17][N:10]1[CH2:11][CH2:12][O:13][CH:8]([C:7]2[CH:6]=[CH:5][C:4]([OH:14])=[CH:3][C:2]=2[CH3:1])[CH2:9]1)([CH3:23])([CH3:22])[CH3:21]. Isolated yield 95.4%. The solvent is CC#N (CH3CN). The solvent is C(Cl)Cl (CH2Cl2). Procedure: N-((3-chloro-5-(hydroxymethyl)benzylamino)(amino)methylene)-3-(4-methoxyphenyl)-5-methylisothiazole-4carboxamide (Example 251) (20 mg) was treated with 4-nitrophenyl chloroformate (45 mg) and N-methyl morpholine (100 mg) in CH2Cl2 overnight, then 2-methoxyethanamine (30 mg) was added and stirring continued for 1.5 hours. The title compound was obtained as a white solid after HPLC purification. Reaction SMILES: [Cl:1][C:2]1[CH:3]=[C:4]([CH:26]=[C:27]([CH2:29][OH:30])[CH:28]=1)[CH2:5][NH:6][C:7]([NH2:25])=[N:8][C:9]([C:11]1[C:12]([C:17]2[CH:22]=[CH:21][C:20]([O:23][CH3:24])=[CH:19][CH:18]=2)=[N:13][S:14][C:15]=1[CH3:16])=[O:10].ClC(OC1C=CC([N+]([O-])=O)=CC=1)=[O:33].[CH3:44][N:45]1C[CH2:49][O:48][CH2:47][CH2:46]1.COCCN>C(Cl)Cl>[CH3:49][O:48][CH2:47][CH2:46][NH:45][C:44](=[O:33])[O:30][CH2:29][C:27]1[CH:26]=[C:4]([CH2:5][NH:6][C:7]([NH2:25])=[N:8][C:9]([C:11]2[C:12]([C:17]3[CH:18]=[CH:19][C:20]([O:23][CH3:24])=[CH:21][CH:22]=3)=[N:13][S:14][C:15]=2[CH3:16])=[O:10])[CH:3]=[C:2]([Cl:1])[CH:28]=1. Run at time 1.5 hour. The reactants are COCCN (2-methoxyethanamine), ClC=1C=C(CNC(=NC(=O)C=2C(=NSC2C)C2=CC=C(C=C2)OC)N)C=C(C1)CO (N-((3-chloro-5-(hydroxymethyl)benzylamino)(amino)methylene)-3-(4-methoxyphenyl)-5-methylisothiazole-4carboxamide), ClC(=O)OC1=CC=C(C=C1)[N+](=O)[O-] (4-nitrophenyl chloroformate), CN1CCOCC1 (N-methyl morpholine). Product: COCCNC(OCC1=CC(=CC(=C1)CNC(=NC(=O)C=1C(=NSC1C)C1=CC=C(C=C1)OC)N)Cl)=O (3-chloro-5-((2-(3-(4-methoxyphenyl)-5-methylisothiazole-4-carbonyl)guanidino)methyl)benzyl 2-methoxyethylcarbamate). Starting materials: ClC1=CC=C(C(C2=CC=C(C=C2)Cl)OC2CNC2)C=C1 (3-(4,4′-dichlorobenzhydryloxy)azetidine), [N-]=C=O (isocyanate), ClC1=C(C(C2=CC=C(C=C2)Cl)OC2CN(C2)C(=O)NC(C)(C)C)C=CC(=C1)Cl (3-(2,4,4′-trichlorobenzhydryloxy)-N-(tert-butyl)azetidine-1-carboxamide). Product: ClC1=CC=C(C(C2=CC=C(C=C2)Cl)OC2CN(C2)C(=O)NCC2=C(C=C(C=C2)Cl)Cl)C=C1 (3-(4,4′-dichlorobenzhydryloxy)-N-(2,4-dichlorobenzyl)azetidine-1-carboxamide). RXN SMILES: [Cl:1][C:2]1[CH:20]=[CH:19][C:5]([CH:6]([O:14][CH:15]2[CH2:18][NH:17][CH2:16]2)[C:7]2[CH:12]=[CH:11][C:10]([Cl:13])=[CH:9][CH:8]=2)=[CH:4][CH:3]=1.[N-:21]=[C:22]=[O:23].[Cl:24][C:25]1[CH:50]=[C:49]([Cl:51])[CH:48]=[CH:47][C:26]=1[CH:27](OC1CN(C(NC(C)(C)C)=O)C1)C1C=CC(Cl)=CC=1>>[Cl:1][C:2]1[CH:20]=[CH:19][C:5]([CH:6]([O:14][CH:15]2[CH2:18][N:17]([C:22]([NH:21][CH2:27][C:26]3[CH:47]=[CH:48][C:49]([Cl:51])=[CH:50][C:25]=3[Cl:24])=[O:23])[CH2:16]2)[C:7]2[CH:8]=[CH:9][C:10]([Cl:13])=[CH:11][CH:12]=2)=[CH:4][CH:3]=1. Reported procedure: This material was prepared from 3-(4,4′-dichlorobenzhydryloxy)azetidine (36) and the corresponding commercially available isocyanate, using the procedure described for compound (5). Starting materials: metal, resultant mixture, [Na] (sodium), N12CC(C(CC1)CC2)O (3-quinuclidinol), [Na] (sodium), C(CC)C1=CC=CC=2N1N=CC2C(=O)OCC (ethyl 7-propylpyrazolo[1,5-a]pyridine-3-carboxylate). Solvent: C1=CC=CC=C1 (benzene). Reaction conditions: time 2 hour. Yields the product C(CC)C1=CC=CC=2N1N=CC2C(=O)OC2CN1CCC2CC1 (1-azabicyclo[2.2.2]oct-3-yl 7-propylpyrazolo[1,5-a]pyridine-3-carboxylate). Yield: 84.9%. RXN SMILES: [N:1]12[CH2:8][CH2:7][CH:4]([CH2:5][CH2:6]1)[CH:3]([OH:9])[CH2:2]2.[Na].[CH2:11]([C:14]1[N:19]2[N:20]=[CH:21][C:22]([C:23](OCC)=[O:24])=[C:18]2[CH:17]=[CH:16][CH:15]=1)[CH2:12][CH3:13]>C1C=CC=CC=1>[CH2:11]([C:14]1[N:19]2[N:20]=[CH:21][C:22]([C:23]([O:9][CH:3]3[CH:4]4[CH2:7][CH2:8][N:1]([CH2:6][CH2:5]4)[CH2:2]3)=[O:24])=[C:18]2[CH:17]=[CH:16][CH:15]=1)[CH2:12][CH3:13] |^1:9|. Reported procedure: After a suspension of 330 mg (2.60 mmol) of 3-quinuclidinol in 30 ml of benzene was refluxed for 0.5 hour by using a Dean-Stark apparatus, 0.1 g of metal sodium was added and the resultant mixture was refluxed under stirring for further 2 hours. Unreacted sodium was removed and 200 mg (0.86 mmol) of ethyl 7-propylpyrazolo[1,5-a]pyridine-3-carboxylate were added, followed by heating under reflux for 20 hours. The solvent of the reaction mixture was distilled off under reduced pressure and the res... Reactants: CC(C)(C)OC(=O)N=[N+]=[N-], NCCO, [Na+], C1COCCO1, [OH-], O. Product: CC(C)(C)OC(=O)NCCO. Reaction SMILES: [C:7](=[O:8])([O:9][C:10]([CH3:11])([CH3:12])[CH3:13])[N:14]=[N+:15]=[N-:16].[NH2:1][CH2:2][CH2:3][OH:4].[Na+:6].[O:17]1[CH2:18][CH2:19][O:20][CH2:21][CH2:22]1.[OH-:5].[OH2:23]>>[NH:1]([CH2:2][CH2:3][OH:4])[C:7](=[O:8])[O:9][C:10]([CH3:11])([CH3:12])[CH3:13]. Reactants: C[Li] (methyl lithium), Cl (hydrochloric acid), C(C)(C)(C)[C@@H]1CC[C@H](CC1)CC(=O)O (trans-(4-t-butylcyclohexyl)acetic acid), [H-].[Li+] (lithium hydride). Run in CCOCC (ether), O (water), COCCOC (DME), COCCOC (DME). Reaction conditions: time 2 hour. The product is C(C)(C)(C)[C@@H]1CC[C@H](CC1)CC(C)=O (trans-( 4-t-Butylcyclohexyl)propan-2-one). Reaction SMILES: [C:1]([C@H:5]1[CH2:10][CH2:9][C@H:8]([CH2:11][C:12]([OH:14])=O)[CH2:7][CH2:6]1)([CH3:4])([CH3:3])[CH3:2].[H-].[Li+].[CH3:17][Li].Cl>COCCOC.CCOCC.O>[C:1]([C@H:5]1[CH2:6][CH2:7][C@H:8]([CH2:11][C:12](=[O:14])[CH3:17])[CH2:9][CH2:10]1)([CH3:2])([CH3:3])[CH3:4] |f:1.2|. Procedure: A solution of trans-(4-t-butylcyclohexyl)acetic acid (9.96 g) in dry DME (30 ml) was added over 10 min to a vigorously stirred suspension of powdered lithium hydride (0.5 g) in dry DME (30 ml). The mixture was refluxed for 2.5 hr, cooled on ice and a solution of methyl lithium in ether (63 ml; 1.6M solution) added over 30 min. The mixture was then stirred at room temperature for 2 hr, and poured into a mixture of conc. hydrochloric acid (13.5 ml) and water (200 ml). The organic phase was separat...